Dataset: the Open Reaction Database (ORD), a public repository of structured organic reaction records. Task: describe an organic reaction: reactants, conditions, products, and yield Yields the product COC(=O)CCCCCNc1ncnc2oc(Br)c(-c3ccc(OC)cc3)c12. Reaction SMILES: [Br:28][N:29]1[C:30](=[O:31])[CH2:32][CH2:33][C:34]1=[O:35].[C:36]([Cl:37])([Cl:38])([Cl:39])[Cl:40].[CH3:1][O:2][C:3]([CH2:4][CH2:5][CH2:6][CH2:7][CH2:8][NH:9][c:10]1[c:11]2[c:12]([n:13][cH:14][n:15]1)[o:16][cH:17][c:18]2-[c:19]1[cH:20][cH:21][c:22]([O:25][CH3:26])[cH:23][cH:24]1)=[O:27]>>[CH3:1][O:2][C:3]([CH2:4][CH2:5][CH2:6][CH2:7][CH2:8][NH:9][c:10]1[c:11]2[c:12]([n:13][cH:14][n:15]1)[o:16][c:17]([Br:28])[c:18]2-[c:19]1[cH:20][cH:21][c:22]([O:25][CH3:26])[cH:23][cH:24]1)=[O:27]. The reactants are O=C1CCC(=O)N1Br, ClC(Cl)(Cl)Cl, COC(=O)CCCCCNc1ncnc2occ(-c3ccc(OC)cc3)c12.